This data is from the Open Reaction Database (ORD), a public repository of structured organic reaction records. The task is: describe an organic reaction: reactants, conditions, products, and yield Reactants: P(O)(O)(O)=O (phosphoric acid). The solvent is C(C)O (ethanol). The product is P(=O)(O)(O)OP(=O)(O)O (diphosphoric acid). Reaction SMILES: [P:1](=[O:5])([OH:4])([OH:3])[OH:2]>C(O)C>[P:1]([O:4][P:1]([OH:4])([OH:3])=[O:2])([OH:3])([OH:2])=[O:5]. Procedure details: An ethanol solution of the same free base is treated with phosphoric acid, yielding a colorless needle (diphosphoric acid). m.p. 212.0° C. Reactants: CCNCC, ClCCCl, COc1ccc(-c2cnc(Nc3ccc(CCC(=O)O)cc3)nc2)cc1, CN(C)c1ccncc1, CN1CCCC1=O, [Cl-], ClCCl, [NH4+]. The product is CCN(CC)C(=O)CCc1ccc(Nc2ncc(-c3ccc(OC)cc3)cn2)cc1. As a reaction SMILES: [CH2:1]([CH3:2])[NH:3][CH2:4][CH3:5].[CH2:6]([Cl:7])[CH2:8][Cl:9].[CH3:10][O:11][c:12]1[cH:13][cH:14][c:15](-[c:18]2[cH:19][n:20][c:21]([NH:24][c:25]3[cH:26][cH:27][c:28]([CH2:31][CH2:32][C:33](=[O:34])[OH:35])[cH:29][cH:30]3)[n:22][cH:23]2)[cH:16][cH:17]1.[CH3:38][N:39]([c:40]1[cH:41][cH:42][n:43][cH:44][cH:45]1)[CH3:46].[CH3:50][N:51]1[CH2:52][CH2:53][CH2:54][C:55]1=[O:56].[Cl-:36].[Cl:47][CH2:48][Cl:49].[NH4+:37]>>[CH2:1]([CH3:2])[N:3]([CH2:4][CH3:5])[C:33]([CH2:32][CH2:31][c:28]1[cH:27][cH:26][c:25]([NH:24][c:21]2[n:20][cH:19][c:18](-[c:15]3[cH:14][cH:13][c:12]([O:11][CH3:10])[cH:17][cH:16]3)[cH:23][n:22]2)[cH:30][cH:29]1)=[O:35]. Starting materials: NC1=C(C(NC(N1CC(C)C)=S)=O)NC=O (N-(6-Amino-1-isobutyl-4-oxo-2-thioxo-1,2,3,4-tetrahydro-pyrimidin-5-yl)-formamide), CSC (dimethylsulphide), O (Water). Reagents/catalysts: Cl (hydrochloric acid). The solvent is B (borane), O1CCCC1 (tetrahydrofuran), B (borane). Conditions: time 2.5 hour. Product: NC1=C(C(NC(N1CC(C)C)=S)=O)NC (6-Amino-1-isobutyl-5-methylamino-2-thioxo-2,3-dihydro-1H-pyrimidin-4-one). The yield is 52.6%. Reaction SMILES: [NH2:1][C:2]1[N:7]([CH2:8][CH:9]([CH3:11])[CH3:10])[C:6](=[S:12])[NH:5][C:4](=[O:13])[C:3]=1[NH:14][CH:15]=O.CSC.O>O1CCCC1.B.Cl>[NH2:1][C:2]1[N:7]([CH2:8][CH:9]([CH3:11])[CH3:10])[C:6](=[S:12])[NH:5][C:4](=[O:13])[C:3]=1[NH:14][CH3:15]. Procedure: N-(6-Amino-1-isobutyl-4-oxo-2-thioxo-1,2,3,4-tetrahydro-pyrimidin-5-yl)-formamide (0.25 g, 1.0 mmol) was suspended in dry tetrahydrofuran (5 mL) and borane.dimethylsulphide complex (1M in dichloromethane, 2.5 mL, 2.5 mmol) was added dropwise. The reaction mixture was stirred at ambient temperature for 2.5 h. To the resulting clear yellow solution was added a few drops of 2M hydrochloric acid to eliminate unreacted borane. Water was added and the resulting aqueous solution was extracted with dich... Product: C(C)(C)(C)OC(COC\C=C/CO)=O (2-[4-hydroxy-(Z)-2-buten-1-yloxy]acetic Acid Tert-Butyl Ester). Solvent: CO (methanol). RXN SMILES: [C:1]([O:5][C:6](=[O:20])[CH2:7][O:8][CH2:9]/[CH:10]=[CH:11]\[CH2:12][O:13]C1CCCCO1)([CH3:4])([CH3:3])[CH3:2].C1(C)C=CC(S([O-])(=O)=O)=CC=1.[NH+]1C=CC=CC=1>CO>[C:1]([O:5][C:6](=[O:20])[CH2:7][O:8][CH2:9]/[CH:10]=[CH:11]\[CH2:12][OH:13])([CH3:4])([CH3:2])[CH3:3] |f:1.2|. The reactants are C(C)(C)(C)OC(COC\C=C/COC1OCCCC1)=O (2-[4-(2-tetrahydropyranyloxy)-(Z)-2-buten-1-yloxy]acetic acid tert-butyl ester), C1(=CC=C(C=C1)S(=O)(=O)[O-])C.[NH+]1=CC=CC=C1 (pyridinium p-toluenesulfonate). Reported procedure: To a solution of 1.00 g of 2-[4-(2-tetrahydropyranyloxy)-(Z)-2-buten-1-yloxy]acetic acid tert-butyl ester in 30 ml of methanol, 88 mg of pyridinium p-toluenesulfonate was added and the mixture was heated at reflux for 3 hours. The solvent was evaporated under reduced pressure and the reaction solution was extracted with ethyl acetate after adding water. After the extract was dried over anhydrous magnesium sulfate, the solvent was evaporated under reduced pressure to obtain 420 mg of the desired ... Isolated yield 59.5%. The reactants are CC1=NNC(=O)C1=C1C=C(Cl)c2ccccc2N1, COC(=O)c1ccccc1S. Yields the product COC(=O)c1ccccc1SC1=CC(=C2C(=O)NN=C2C)Nc2ccccc21. Reaction SMILES: [Cl:1][C:2]1=[CH:3][C:4](=[C:12]2[C:13]([CH3:18])=[N:14][NH:15][C:16]2=[O:17])[NH:5][c:6]2[cH:7][cH:8][cH:9][cH:10][c:11]21.[SH:19][c:20]1[c:21]([C:22](=[O:23])[O:24][CH3:25])[cH:26][cH:27][cH:28][cH:29]1>>[C:2]1([S:19][c:20]2[c:21]([C:22](=[O:23])[O:24][CH3:25])[cH:26][cH:27][cH:28][cH:29]2)=[CH:3][C:4](=[C:12]2[C:13]([CH3:18])=[N:14][NH:15][C:16]2=[O:17])[NH:5][c:6]2[cH:7][cH:8][cH:9][cH:10][c:11]21. Starting materials: ClCC1=C(C=C(C(=C1)OC)[N+](=O)[O-])F (1-(chloromethyl)-2-fluoro-5-methoxy-4-nitrobenzene), FC=1C=C(C=C(C1[N+](=O)[O-])OC)CO ((3-fluoro-5-methoxy-4-nitrophenyl)methanol), FC=1C=C(C=C(C1[N+](=O)[O-])OC)CO ((3-fluoro-5-methoxy-4-nitrophenyl)methanol). Yields the product ClCC=1C=C(C(=C(C1)F)[N+](=O)[O-])OC (5-(chloromethyl)-1-fluoro-3-methoxy-2-nitrobenzene). As a reaction SMILES: [Cl:1][CH2:2][C:3]1[CH:8]=[C:7]([O:9][CH3:10])[C:6]([N+:11]([O-:13])=[O:12])=[CH:5][C:4]=1F.[F:15]C1C=C(CO)C=C(OC)C=1[N+]([O-])=O>>[Cl:1][CH2:2][C:3]1[CH:8]=[C:7]([O:9][CH3:10])[C:6]([N+:11]([O-:13])=[O:12])=[C:5]([F:15])[CH:4]=1. Reported procedure: The title compound was prepared using the procedure from Compound 130C (1-(chloromethyl)-2-fluoro-5-methoxy-4-nitrobenzene) with (3-fluoro-5-methoxy-4-nitrophenyl)methanol (Compound 146D). 1H NMR (CDCl3, 400 MHz): δ=3.96 (s, 3 H), 4.55 (s, 2 H), 6.87-6.90 (m, 2 H). The reactants are CNC1=NC=NN2C1=C(N=C2C)C=2C=NN(C2C2=CC=C(C=C2)C(F)(F)F)C (N,7-Dimethyl-5-{1-methyl-5-[4-(trifluoromethyl)phenyl]-1H-pyrazol-4-yl}imidazo[5,1-f][1,2,4]triazin-4-amine), C=1N=C(C2=C(N1)N(C=N2)[C@H]3[C@@H]([C@@H]([C@H](O3)COP(=O)(O)OP(=O)(O)OC[C@@H]4[C@H]([C@H]([C@@H](O4)N5C=CCC(=C5)C(=O)N)O)O)O)OP(=O)(O)O)N (NADPH). Yields the product CNC1=NC=NN2C1=C(N=C2CO)C=2C=NN(C2C2=CC=C(C=C2)C(F)(F)F)C ([4-(Methylamino)-5-{1-methyl-5-[4-(trifluoromethyl)phenyl]-1H-pyrazol-4-yl}imidazo[5,1-f][1,2,4]triazin-7-yl]methanol). Reaction SMILES: [CH3:1][NH:2][C:3]1[C:8]2=[C:9]([C:13]3[CH:14]=[N:15][N:16]([CH3:28])[C:17]=3[C:18]3[CH:23]=[CH:22][C:21]([C:24]([F:27])([F:26])[F:25])=[CH:20][CH:19]=3)[N:10]=[C:11]([CH3:12])[N:7]2[N:6]=[CH:5][N:4]=1.C1N=C(N)C2N=CN([C@@H]3[O:42][C@H](COP(OP(OC[C@H]4O[C@@H](N5C=C(C(N)=O)CC=C5)[C@H](O)[C@@H]4O)(O)=O)(O)=O)[C@@H](O)[C@H]3OP(O)(O)=O)C=2N=1>>[CH3:1][NH:2][C:3]1[C:8]2=[C:9]([C:13]3[CH:14]=[N:15][N:16]([CH3:28])[C:17]=3[C:18]3[CH:19]=[CH:20][C:21]([C:24]([F:26])([F:27])[F:25])=[CH:22][CH:23]=3)[N:10]=[C:11]([CH2:12][OH:42])[N:7]2[N:6]=[CH:5][N:4]=1. Reported procedure: N,7-Dimethyl-5-{1-methyl-5-[4-(trifluoromethyl)phenyl]-1H-pyrazol-4-yl}imidazo[5,1-f][1,2,4]triazin-4-amine, at a substrate concentration of 50 μM, was incubated for 1 hour with rat liver microsomes and NADPH (1 mM) (21.1 mg/mL protein concentration; 25 mL incubation volume). Incubations were extracted with 4 volumes of acetonitrile. Following centrifugation at 3400 rpm, the supernatant was evaporated at 25° C. in a Turbovap. The residue was reconstituted with 5% aqueous acetonitrile and subject...